This data is from the Open Reaction Database (ORD), a public repository of structured organic reaction records. The task is: describe an organic reaction: reactants, conditions, products, and yield The reactants are BrC=1C=C(C=C(C1)C(F)(F)F)C=1N=C(OC1)CCC(=O)OC (methyl 3-(4-(3-bromo-5-(trifluoromethyl)phenyl)oxazol-2-yl)propanoate), CN(C)C=O (DMF). Reagents/catalysts: C=1C=CC(=CC1)[P](C=2C=CC=CC2)(C=3C=CC=CC3)[Pd]([P](C=4C=CC=CC4)(C=5C=CC=CC5)C=6C=CC=CC6)([P](C=7C=CC=CC7)(C=8C=CC=CC8)C=9C=CC=CC9)[P](C=1C=CC=CC1)(C=1C=CC=CC1)C=1C=CC=CC1 (tetrakis(triphenylphosphine)palladium(0)), [C-]#N.[Zn+2].[C-]#N (zinc cyanide). Solvent: C(C)(=O)OCC (ethyl acetate). Run at temperature 100 celsius. Product: C(#N)C=1C=C(C=C(C1)C(F)(F)F)C=1N=C(OC1)CCC(=O)OC (methyl 3-(4-(3-cyano-5-(trifluoromethyl)phenyl)-oxazol-2-yl)propanoate). Yield: 75.0%. As a reaction SMILES: Br[C:2]1[CH:3]=[C:4]([C:12]2[N:13]=[C:14]([CH2:17][CH2:18][C:19]([O:21][CH3:22])=[O:20])[O:15][CH:16]=2)[CH:5]=[C:6]([C:8]([F:11])([F:10])[F:9])[CH:7]=1.[CH3:23][N:24](C=O)C>C(OCC)(=O)C.[C-]#N.[Zn+2].[C-]#N.C1C=CC([P]([Pd]([P](C2C=CC=CC=2)(C2C=CC=CC=2)C2C=CC=CC=2)([P](C2C=CC=CC=2)(C2C=CC=CC=2)C2C=CC=CC=2)[P](C2C=CC=CC=2)(C2C=CC=CC=2)C2C=CC=CC=2)(C2C=CC=CC=2)C2C=CC=CC=2)=CC=1>[C:23]([C:2]1[CH:3]=[C:4]([C:12]2[N:13]=[C:14]([CH2:17][CH2:18][C:19]([O:21][CH3:22])=[O:20])[O:15][CH:16]=2)[CH:5]=[C:6]([C:8]([F:11])([F:10])[F:9])[CH:7]=1)#[N:24] |f:3.4.5,^1:42,44,63,82|. Procedure details: A suspension of methyl 3-(4-(3-bromo-5-(trifluoromethyl)phenyl)oxazol-2-yl)-propanoate (Reference Example 44, 0.645 g, 1.71 mmol) and zinc cyanide (0.120 g, 1.02 mmol) in DMF (15.0 mL) was evacuated and purged with nitrogen. To this reaction mixture was added tetrakis(triphenylphosphine)palladium(0) (0.197 g, 0.170 mmol) and the resulting reaction mixture was heated at 100° C. for 8 h. After this time, the reaction mixture was cooled to room temperature, diluted with ethyl acetate, washed with w... The reactants are COC=1CC=2C[C@H]([C@H]3[C@H]4[C@H]5[C@@H]([C@H]([C@@]4(C)CC[C@@H]3C2CC1)CO)C5)C ((7α,14β,15β,16β,17α)-3-methoxy-7-methyl-15,16-methyleneestra-2,5(10)-diene-17-methanol), OC[C@H]1[C@]2(C)[C@H](CC1)[C@@H]1CCC3=CC(CC[C@@H]3[C@H]1CC2)=O ((14β,17α)-17-(hydroxymethyl)estr-4-en-3-one), 7α,14β,15β,16β,17α-17-(hydroxymethyl)-7-methyl-15,16-methyleneestr-4-en-3-one. Solvent: O1CCOCC1 (dioxane). The product is OC[C@H]1[C@]2(C)[C@H]([C@H]3[C@@H]1C3)[C@@H]3[C@@H](CC1=CC(CC[C@@H]1[C@H]3CC2)=O)C ((7α,14β,15β,16β,17α)-17-(Hydroxymethyl)-7-methyl-15,16-methyleneestr-4-en-3-one). Reaction SMILES: C[O:2][C:3]1[CH2:4][C:5]2[CH2:6][C@@H:7]([CH3:24])[C@@H:8]3[C@@H:17]([C:18]=2[CH2:19][CH:20]=1)[CH2:16][CH2:15][C@@:13]1([CH3:14])[C@@H:9]3[C@@H:10]2[CH2:23][C@@H:11]2[C@H:12]1[CH2:21][OH:22].OC[C@@H]1CC[C@@H]2[C@H]3[C@H](CC[C@]12C)[C@@H]1C(=CC(=O)CC1)CC3>O1CCOCC1>[OH:22][CH2:21][C@@H:12]1[C@H:11]2[CH2:23][C@H:10]2[C@@H:9]2[C@H:8]3[C@H:17]([CH2:16][CH2:15][C@:13]12[CH3:14])[C@@H:18]1[C:5](=[CH:4][C:3](=[O:2])[CH2:20][CH2:19]1)[CH2:6][C@H:7]3[CH3:24]. Reported procedure: v)—Following a procedure analogous to that described under v of Example 4, the product obtained in the previous step (0.38 g) was converted to (7α,14β,15β,16β,17α)-3-methoxy-7-methyl-15,16-methyleneestra-2,5(10)-diene-17-methanol (0.36 g). vi)—Following a procedure analogous to that described under iv of Example 1, the product obtained in the previous step (0.36 g) was converted to (7α,14β,15β,16β,17α-17-(hydroxymethyl)-7-methyl-15,16-methyleneestr-4-en-3-one (0.21 g), [α]D20=+67.6 (c=0.58, diox... The reactants are tricyclic ketone, 11-nitro-20(S)-camptothecin, 10-nitro-20(S)-camptothecin, NC1=C(C=O)C=CC(=C1)[N+](=O)[O-] (2-amino-4-nitrobenzaldehyde). The reagents and catalysts are [Pd] (palladium/carbon). The product is NC1=C(C=O)C=CC(=C1)N (2,4-diaminobenzaldehyde), ketone. Reaction SMILES: [NH2:1][C:2]1[CH:9]=[C:8]([N+:10]([O-])=O)[CH:7]=[CH:6][C:3]=1[CH:4]=[O:5]>[Pd]>[NH2:1][C:2]1[CH:9]=[C:8]([NH2:10])[CH:7]=[CH:6][C:3]=1[CH:4]=[O:5]. Reported procedure: In a manner similar to that described for 10-nitro-20(RS)- and 10-nitro-20(S)-camptothecin, a mixture of 2-amino-4-nitrobenzaldehyde is treated with the tricyclic ketone 11 yielding 11-nitro-20(RS)- or 11-nitro-20(S)-camptothecin which in turn is reduced to 11-amino compound camptothecin by palladium/carbon. Alternatively, the 11-amino-20(RS)- or 11-amino-20(S)-camptothecin is obtained by reaction of 2,4-diaminobenzaldehyde with ketone 11. The reactants are C(CC)N(CC[C@@H]1OC(C2=CC=CC=C12)=O)[C@H]1CC2=CC=CC(=C2CC1)O ((S,R)-3-[2-[propyl(1,2,3,4-tetrahydro-5-hydroxy-2-naphthalenyl)amino]ethyl]-1(3H)-isobenzofuranone), crude mixture, CCOC(=O)C (EtOAc). Run in C1CCOC1 (THF), C1CCOC1 (THF). Yields the product C1(OCC2=CC=CC=C12)CCN(C1CC=2C=CC=C(C2CC1)O)CCC (6-[[2-(1,3-dihydro-1-isobenzofuranyl)ethyl]propylamino ]-5,6,7,8-tetrahydro-1-naphthalenol). As a reaction SMILES: [CH2:1]([N:4]([C@@H:17]1[CH2:26][CH2:25][C:24]2[C:19](=[CH:20][CH:21]=[CH:22][C:23]=2[OH:27])[CH2:18]1)[CH2:5][CH2:6][C@H:7]1[C:15]2[C:10](=[CH:11][CH:12]=[CH:13][CH:14]=2)[C:9](=O)[O:8]1)[CH2:2][CH3:3].CCOC(C)=O>C1COCC1>[CH:7]1([CH2:6][CH2:5][N:4]([CH2:1][CH2:2][CH3:3])[CH:17]2[CH2:26][CH2:25][C:24]3[C:23]([OH:27])=[CH:22][CH:21]=[CH:20][C:19]=3[CH2:18]2)[C:15]2[C:10](=[CH:11][CH:12]=[CH:13][CH:14]=2)[CH2:9][O:8]1. Procedure details: A racemic mixture of the product of Example 36 (66 mg, 0.180 mmol) was dissolved in THF and added dropwise to a solution of BH3 in THF (2mL) and the mixture was refluxed overnight. After workup the crude mixture was subjected to flash chromatography (Silica: EtOAc) and the product showed characteristic peaks at: NMR (300 MHz, CDCl3) δ 7.3-6.5(m, 7H), 5.4-5.0(m, 3H), 0.9(t, 3H). Anal. calc. for C22H29NO2 ·HC1: Theor. C; 71.21; H; 7.79; N, 3.61. Observed: C, 71.16, H, 7.61; N, 3.55.